The task is: describe an organic reaction: reactants, conditions, products, and yield. This data is from the Open Reaction Database (ORD), a public repository of structured organic reaction records. As a reaction SMILES: [F:1][C:2]1[C:3](F)=[C:4]2[O:9][CH2:8][CH:7]([CH3:10])[N:6]3[CH:11]=[C:12]([C:17]([OH:19])=[O:18])[C:13](=[O:16])[C:14]([CH:15]=1)=[C:5]23.[NH2:21][C:22]1[CH:30]=[CH:29][CH:28]=[C:27]2[C:23]=1[CH2:24][NH:25][CH2:26]2>CN(C=O)C>[NH2:21][C:22]1[CH:30]=[CH:29][CH:28]=[C:27]2[C:23]=1[CH2:24][N:25]([C:3]1[C:2]([F:1])=[CH:15][C:14]3[C:13](=[O:16])[C:12]([C:17]([OH:19])=[O:18])=[CH:11][N:6]4[CH:7]([CH3:10])[CH2:8][O:9][C:4]=1[C:5]=34)[CH2:26]2. Reactants: FC=1C(=C2C=3N(C(CO2)C)C=C(C(C3C1)=O)C(=O)O)F (9,10-difluoro-2,3-dihydro-3-methyl-7-oxo-7H-pyrido[1,2,3-de][1,4]-benzoxazine-6-carboxylic acid), NC1=C2CNCC2=CC=C1 (4-aminoisoindoline). The solvent is CN(C)C=O (DMF). The product is NC1=C2CN(CC2=CC=C1)C=1C(=CC2=C3N(C(COC31)C)C=C(C2=O)C(=O)O)F (10-(4-amino-2-isoindolinyl)-9-fluoro-2,3-dihydro-3-methyl-7-oxo-7H-pyrido[1,2,3-de][1,4]-benzoxazine-6-carboxylic acid). Yield: 53.9%. Reported procedure: 157 mg of 9,10-difluoro-2,3-dihydro-3-methyl-7-oxo-7H-pyrido[1,2,3-de][1,4]-benzoxazine-6-carboxylic acid, 242 mg of 4-aminoisoindoline, and 1.5 ml of anhydrous DMF were processed in the same manner as in Example 2 to produce 119 mg of the target compound. Starting materials: Cl (hydrochloric acid), Cl.CN(C)CC1C(C2=CC=C(C=C2C1)OC(F)(F)F)(O)C=1C=NC=CC1 (2-dimethylaminomethyl-1-pyridin-3-yl-5-trifluoromethoxy-indan-1-ol hydrochloride). Run in CC(=O)C (acetone). Run at time 8 hour. Product: Cl.CN(CC=1CC2=CC(=CC=C2C1C=1C=NC=CC1)OC(F)(F)F)C (dimethyl-(3-pyridin-3-yl-6-trifluoromethoxy-1H-inden-2-ylmethyl)-amine hydrochloride). RXN SMILES: [ClH:1].Cl.[CH3:3][N:4]([CH2:6][CH:7]1[CH2:15][C:14]2[C:9](=[CH:10][CH:11]=[C:12]([O:16][C:17]([F:20])([F:19])[F:18])[CH:13]=2)[C:8]1([C:22]1[CH:23]=[N:24][CH:25]=[CH:26][CH:27]=1)O)[CH3:5]>CC(C)=O>[ClH:1].[CH3:3][N:4]([CH3:5])[CH2:6][C:7]1[CH2:15][C:14]2[C:9]([C:8]=1[C:22]1[CH:23]=[N:24][CH:25]=[CH:26][CH:27]=1)=[CH:10][CH:11]=[C:12]([O:16][C:17]([F:20])([F:18])[F:19])[CH:13]=2 |f:1.2,4.5|. Reported procedure: About 10.8 ml of 37% hydrochloric acid were added at room temperature to 1.2 g of 2-dimethylaminomethyl-1-pyridin-3-yl-5-trifluoromethoxy-indan-1-ol hydrochloride (mixture of the diastereoisomers), and stirring was carried out overnight; 15 ml of acetone p.a. were added, and stirring was carried out for 2 hours. An oily, semi-crystalline precipitate formed, from which the supernatant was separated off. The residue was taken up in about 40 ml of acetone p.a. and stirred, whereupon fine crystals f... Starting materials: ice, ice water, Cl.C1C2(CCC3=CC=CC=C13)CCC(CC2)N (3',4'-Dihydrospiro[cyclohexane- 1,2'(1'H)-naphthalen]-4-ylamine hydrochloride), ClC(=O)OCC (ethyl chloroformate). Solvent: N1=CC=CC=C1 (pyridine). Yields the product C1C2(CCC3=CC=CC=C13)CCC(CC2)NC(=O)OCC (ethyl 3',4'-dihydrospiro[cyclohexane-1,2'(1'H)-naphthalene] -4-carbamate). As a reaction SMILES: Cl.[CH2:2]1[C:11]2[C:6](=[CH:7][CH:8]=[CH:9][CH:10]=2)[CH2:5][CH2:4][C:3]21[CH2:16][CH2:15][CH:14]([NH2:17])[CH2:13][CH2:12]2.Cl[C:19]([O:21][CH2:22][CH3:23])=[O:20]>N1C=CC=CC=1>[CH2:2]1[C:11]2[C:6](=[CH:7][CH:8]=[CH:9][CH:10]=2)[CH2:5][CH2:4][C:3]21[CH2:12][CH2:13][CH:14]([NH:17][C:19]([O:21][CH2:22][CH3:23])=[O:20])[CH2:15][CH2:16]2 |f:0.1|. Procedure: To an ice cooled solution of the free base prepared from 1.5 g. of 3',4'-dihydrospiro[cyclohexane-1,2'(1'H)-naphthalen]-4-ylamine hydrochloride [I(c)] (prepared as in Example 10C) in 12 ml. of pyridine, 1 ml. of ethyl chloroformate is added. The mixture is allowed to stand in the cold for about 5 hours and then poured into ice water. The solid that precipitates is collected on a filter and recrystallized from methylene chloride: benzene to give ethyl 3',4'-dihydrospiro[cyclohexane-1,2'(1'H)-naph... Starting materials: C(C(=O)O)(=O)O (oxalic acid), C(=O)(OCC)C(C(C)=O)CC(C)=O (3-carbethoxy-2,5-hexanedione), [OH-].[K+] (potassium hydroxide). Solvent: CO (methanol). Yields the product CC=1OC(=CC1C(=O)O)C (2,5-dimethyl-3-furoic acid). Reaction SMILES: C(O)(=O)C(O)=O.[C:7]([CH:12]([CH2:16][C:17](=[O:19])[CH3:18])[C:13](=O)[CH3:14])([O:9]CC)=[O:8].[OH-].[K+]>CO>[CH3:14][C:13]1[O:19][C:17]([CH3:18])=[CH:16][C:12]=1[C:7]([OH:9])=[O:8] |f:2.3|. Procedure: To a stirred and refluxing solution of ethyl sodioacetoacetate (0.5 mole, 78g.) and sodium iodide (1g.) in dry acetone (250 ml.) was added chloroactone (0.54 mol. 50g.) over a period of ten minutes. After one hour the acetone was distilled from the reaction mixture and the residue was diluted with 400 ml. water. The preciptated oil was extracted with ether and the ether removed to yield the intermediate 3-carbethoxy-2,5-hexanedione (75g.). The intermediate (26.4g.) was cyclized by heating under ...